From a dataset of the Open Reaction Database (ORD), a public repository of structured organic reaction records. describe an organic reaction: reactants, conditions, products, and yield Starting materials: LiOH-monohydrate, O (water), C1(=CC=CC=C1)C1C(C1)NC(=O)C1=CC=C(OC2=C(C=C3C(CCOC3=C2)C(=O)OC)C#N)C=C1 (Methyl 7-(4-((2-phenylcyclopropyl)carbamoyl)phenoxy)-6-cyano-3,4-dihydro-2H-chromene-4-carboxylate). Reagents/catalysts: FC(C(=O)O)(F)F (trifluoroacetic acid). Solvent: C1CCOC1 (THF). Run at time 17 hour. Product: C1(=CC=CC=C1)C1C(C1)NC(=O)C1=CC=C(OC2=C(C=C3C(CCOC3=C2)C(=O)O)C#N)C=C1 (7-(4-((2-phenylcyclopropyl)carbamoyl)phenoxy)-6-cyano-3,4-dihydro-2H-chromene-4-carboxylic acid). Isolated yield 30.6%. As a reaction SMILES: [C:1]1([CH:7]2[CH2:9][CH:8]2[NH:10][C:11]([C:13]2[CH:35]=[CH:34][C:16]([O:17][C:18]3[CH:27]=[C:26]4[C:21]([CH:22]([C:28]([O:30]C)=[O:29])[CH2:23][CH2:24][O:25]4)=[CH:20][C:19]=3[C:32]#[N:33])=[CH:15][CH:14]=2)=[O:12])[CH:6]=[CH:5][CH:4]=[CH:3][CH:2]=1.O>C1COCC1.FC(F)(F)C(O)=O>[C:1]1([CH:7]2[CH2:9][CH:8]2[NH:10][C:11]([C:13]2[CH:14]=[CH:15][C:16]([O:17][C:18]3[CH:27]=[C:26]4[C:21]([CH:22]([C:28]([OH:30])=[O:29])[CH2:23][CH2:24][O:25]4)=[CH:20][C:19]=3[C:32]#[N:33])=[CH:34][CH:35]=2)=[O:12])[CH:6]=[CH:5][CH:4]=[CH:3][CH:2]=1. Reported procedure: Methyl 7-(4-((2-phenylcyclopropyl)carbamoyl)phenoxy)-6-cyano-3,4-dihydro-2H-chromene-4-carboxylate (25.9 mg, 0.0553 mmol) was dissolved in THF (1.5 ml) and 1M LiOH-monohydrate solution in water (0.111 ml, 0.111 mmol) was added. The mixture was stirred for 17 hours at ambient temperature. A few drops of trifluoroacetic acid were added to the mixture and the mixture was purified on silica gel (MeOH in dichloromethane gradient with 1% acetic acid) to provide 7.7 mg of the title compound as a thin f... Reactants: CC(C)(C)C1=CC=C(C=C1)C=1N=C(SC1C1=CC=NC=C1)N ([4-[4-(1,1-dimethylethyl)phenyl]-5-(4-pyridyl)-1,3-thiazol-2-yl]amine), C(C)(=O)Cl (acetyl chloride), C(O)([O-])=O.[Na+] (sodium hydrogencarbonate). The reagents and catalysts are CN(C1=CC=NC=C1)C (4-dimethylaminopyridine). Solvent: CN(C(C)=O)C (N,N-dimethylacetamide). Conditions: temperature 80 celsius, time 14 hour. Yields the product CC(C)(C)C1=CC=C(C=C1)C=1N=C(SC1C1=CC=NC=C1)NC(C)=O (N-[4-[4-(1,1-dimethylethyl)phenyl]-5-(4-pyridyl)-1,3-thiazol-2-yl]acetamide). Isolated yield 50.7%. RXN SMILES: [CH3:1][C:2]([C:5]1[CH:10]=[CH:9][C:8]([C:11]2[N:12]=[C:13]([NH2:22])[S:14][C:15]=2[C:16]2[CH:21]=[CH:20][N:19]=[CH:18][CH:17]=2)=[CH:7][CH:6]=1)([CH3:4])[CH3:3].[C:23](Cl)(=[O:25])[CH3:24].C(=O)([O-])O.[Na+]>CN(C)C1C=CN=CC=1.CN(C)C(=O)C>[CH3:4][C:2]([C:5]1[CH:10]=[CH:9][C:8]([C:11]2[N:12]=[C:13]([NH:22][C:23](=[O:25])[CH3:24])[S:14][C:15]=2[C:16]2[CH:17]=[CH:18][N:19]=[CH:20][CH:21]=2)=[CH:7][CH:6]=1)([CH3:1])[CH3:3] |f:2.3|. Procedure: To a solution of [4-[4-(1,1-dimethylethyl)phenyl]-5-(4-pyridyl)-1,3-thiazol-2-yl]amine (0.40 g, 1.29 mmol) and 4-dimethylaminopyridine (0.05 g, 0.39 mmol) in N,N-dimethylacetamide (4 mL) was added acetyl chloride (0.15 g, 1.94 mmol) and the mixture was stirred at 80° C. for 14 h. To the reaction mixture was poured aqueous sodium hydrogencarbonate and the precipitated solid was collected by filtration. The obtained solid was washed with water and dried. Crude crystals were recrystallized from eth... Reactants: O=C(O)c1ncccc1Br, O=C(Cl)c1ncccc1Br, ClCCl, Cl, CC(C)(N)CO, [Na+], [OH-], O=S(Cl)Cl. Product: CC1(C)COC(c2ncccc2Br)=N1. Reaction SMILES: [Br:11][c:12]1[cH:13][cH:14][cH:15][n:16][c:17]1[C:18]([OH:19])=[O:20].[Br:1][c:2]1[c:3]([C:8](=[O:9])[Cl:10])[n:4][cH:5][cH:6][cH:7]1.[Cl:34][CH2:35][Cl:36].[ClH:31].[NH2:25][C:26]([CH2:27][OH:28])([CH3:29])[CH3:30].[Na+:33].[OH-:32].[S:21]([Cl:22])([Cl:23])=[O:24]>>[Br:1][c:2]1[c:3]([C:8]2=[N:25][C:26]([CH3:29])([CH3:30])[CH2:27][O:9]2)[n:4][cH:5][cH:6][cH:7]1. Reactants: C1C2=CC=CC=C2CO1 (phthalan), ON1C(C=2C(C1=O)=CC=CC2)=O (N-hydroxyphthalimide), C1C2=CC=CC=C2CO1 (phthalan). Run in C(C)#N (acetonitrile). Run at temperature 60 celsius, time 6 hour. The product is C(C=1C(C=O)=CC=CC1)=O (phthalaldehyde), C1(=O)OCC2=CC=CC=C12 (phthalide). Isolated yield 7.0%. As a reaction SMILES: C1OCC2C1=CC=CC=2.ON1[C:15](=[O:16])[C:14]2=[CH:17][CH:18]=[CH:19][CH:20]=[C:13]2[C:12]1=[O:21]>C(#N)C>[CH:12](=[O:21])[C:13]1[C:14](=[CH:17][CH:18]=[CH:19][CH:20]=1)[CH:15]=[O:16].[C:15]1([C:14]2[C:13](=[CH:20][CH:19]=[CH:18][CH:17]=2)[CH2:12][O:21]1)=[O:16]. Procedure: A mixture of 10 mmol of phthalan (isocoumaran), 1 mmol of N-hydroxyphthalimide (NHPI), and 5 ml of acetonitrile was stirred at 60° C. under a nitrogen monoxide atmosphere (1 atm) for 6 hours. Gas chromatographic analysis of products in the reaction mixture revealed that phthalan was converted, at a rate of 90%, into phthalaldehyde (yield: 80%), and phthalide (1-phthalanone) (yield: 7%). The reactants are CCCc1cc(OCc2ccccc2)ccc1OCCc1nc(-c2ccccc2)oc1C, C1CCOC1, [H][H]. Yields the product CCCc1cc(O)ccc1OCCc1nc(-c2ccccc2)oc1C. Reaction SMILES: [CH2:1]([c:2]1[cH:3][cH:4][cH:5][cH:6][cH:7]1)[O:8][c:9]1[cH:10][c:11]([CH2:30][CH2:31][CH3:32])[c:12]([O:13][CH2:14][CH2:15][c:16]2[n:17][c:18](-[c:22]3[cH:23][cH:24][cH:25][cH:26][cH:27]3)[o:19][c:20]2[CH3:21])[cH:28][cH:29]1.[CH2:35]1[O:36][CH2:37][CH2:38][CH2:39]1.[H:33][H:34]>>[OH:8][c:9]1[cH:10][c:11]([CH2:30][CH2:31][CH3:32])[c:12]([O:13][CH2:14][CH2:15][c:16]2[n:17][c:18](-[c:22]3[cH:23][cH:24][cH:25][cH:26][cH:27]3)[o:19][c:20]2[CH3:21])[cH:28][cH:29]1. Starting materials: CC(C)(C)N=C=S, CC(=O)NC(C(=O)O)c1ccc(N)cc1, CCO, [Na+], [OH-], O. The product is CC(=O)NC(C(=O)O)c1ccc(NC(=S)NC(C)(C)C)cc1. RXN SMILES: [C:18]([CH3:19])([CH3:20])([CH3:21])[N:22]=[C:23]=[S:24].[C:1]([CH3:2])(=[O:3])[NH:4][CH:5]([C:6](=[O:7])[OH:8])[c:9]1[cH:10][cH:11][c:12]([NH2:15])[cH:13][cH:14]1.[CH3:26][CH2:27][OH:28].[Na+:17].[OH-:16].[OH2:25]>>[C:1]([CH3:2])(=[O:3])[NH:4][CH:5]([C:6](=[O:7])[OH:8])[c:9]1[cH:10][cH:11][c:12]([NH:15][C:23]([NH:22][C:18]([CH3:19])([CH3:20])[CH3:21])=[S:24])[cH:13][cH:14]1. Starting materials: 43.5, [Mg] (magnesium), CCOCC (ether), CCOCC (ether), Cl (hydrochloric acid), 60, C1(CCCCC1)CC(=O)C (methyl cyclohexylmethyl ketone), C(C#C)Br (propargyl bromide), mercuric chloride. Solvent: C1=CC=CC=C1 (benzene). Product: C1CCC(CC1)CC(CC#C)(O)C (4(RS)-4-cyclohexylmethyl-4-methyl-1-butyn-4-ol). As a reaction SMILES: [Mg].[CH:2]1([CH2:8][C:9]([CH3:11])=[O:10])[CH2:7][CH2:6][CH2:5][CH2:4][CH2:3]1.[CH2:12](Br)[C:13]#C.Cl.[CH3:17]COCC>C1C=CC=CC=1>[CH2:5]1[CH2:6][CH2:7][CH:2]([CH2:8][C:9]([CH3:17])([OH:10])[CH2:11][C:12]#[CH:13])[CH2:3][CH2:4]1. Reported procedure: To a mixture of 43.5 parts of magnesium in 125 parts by volume of ether is added a portion of a solution containing 84 parts of methyl cyclohexylmethyl ketone and 71.4 parts of propargyl bromide in a solution consisting of 60 parts by volume of benzene and 180 parts by volume of ether. After the addition of 0.05 part of mercuric chloride to initiate the reaction, the remainder of the reactants is added dropwise. The reaction mixture is heated at the reflux temperature for about 15 minutes, allow... The reactants are C(C)(C)(C)OC(N(C)C(C)C(NC(CC)C(=O)N1C2C(CC1)N(CC2C2=CNC1=CC(=CC=C21)F)S(=O)(=O)C)=O)=O ((1-{1-[6-(6-Fluoro-1H-indol-3-yl)-4-methanesulfonyl-hexahydro-pyrrolo[3,2-b]pyrrole-1-carbonyl]-propylcarbamoyl}-ethyl)-methyl-carbamic acid tert-butyl ester), C(=O)(C(F)(F)F)O (TFA). Run in C(Cl)Cl (DCM). Reaction conditions: time 1 hour. Product: FC1=CC=C2C(=CNC2=C1)C1CN(C2C1N(CC2)C(=O)C(CC)NC(C(C)NC)=O)S(=O)(=O)C (N-{1-[6-(6-Fluoro-1H-indol-3-yl)-4-methanesulfonyl-hexahydro-pyrrolo[3,2-b]pyrrole-1-carbonyl]-propyl}-2-methylamino-propionamide). As a reaction SMILES: C(O[C:6](=O)[N:7]([CH:9]([C:11](=[O:40])[NH:12][CH:13]([C:16]([N:18]1[CH2:22][CH2:21][CH:20]2[N:23]([S:36]([CH3:39])(=[O:38])=[O:37])[CH2:24][CH:25]([C:26]3[C:34]4[C:29](=[CH:30][C:31]([F:35])=[CH:32][CH:33]=4)[NH:28][CH:27]=3)[CH:19]12)=[O:17])[CH2:14][CH3:15])[CH3:10])C)(C)(C)C.C(O)(C(F)(F)F)=O>C(Cl)Cl>[F:35][C:31]1[CH:30]=[C:29]2[C:34]([C:26]([CH:25]3[CH:19]4[N:18]([C:16]([CH:13]([NH:12][C:11](=[O:40])[CH:9]([NH:7][CH3:6])[CH3:10])[CH2:14][CH3:15])=[O:17])[CH2:22][CH2:21][CH:20]4[N:23]([S:36]([CH3:39])(=[O:38])=[O:37])[CH2:24]3)=[CH:27][NH:28]2)=[CH:33][CH:32]=1. Procedure details: To a solution containing 66 (160 mg, 0.27 mmol) in DCM (3 mL) was added TFA (3 mL) at 0° C. After 1 h, the reaction mixture was concentrated in vacuo. The residue was dissolved in EtOAc and the resultant organic solution was washed successively with saturated aqueous NaHCO3 and brine, dried over anhydrous Na2SO4, filtered, and concentrated. The crude product was purified by RP-HPLC (2″ Dynamax C18, 5-40% ACN/water containing 0.1% HOAc over 30 min; Flow: 40 mL/min) to afford 100 mg (38%, 3 steps)... The reactants are CCc1c[nH]c2nccc(Oc3ccc(N)cc3F)c12, Nc1nc(Cl)cc(Cl)n1, Cl, [Na+], [OH-], O. The product is CCc1c[nH]c2nccc(Oc3ccc(Nc4cc(Cl)nc(N)n4)cc3F)c12. RXN SMILES: [CH2:1]([CH3:2])[c:3]1[cH:4][nH:5][c:6]2[n:7][cH:8][cH:9][c:10]([O:12][c:13]3[c:14]([F:20])[cH:15][c:16]([NH2:17])[cH:18][cH:19]3)[c:11]12.[Cl:21][c:22]1[n:23][c:24]([NH2:29])[n:25][c:26]([Cl:28])[cH:27]1.[ClH:30].[Na+:32].[OH-:31].[OH2:33]>>[CH2:1]([CH3:2])[c:3]1[cH:4][nH:5][c:6]2[n:7][cH:8][cH:9][c:10]([O:12][c:13]3[c:14]([F:20])[cH:15][c:16]([NH:17][c:26]4[n:25][c:24]([NH2:29])[n:23][c:22]([Cl:21])[cH:27]4)[cH:18][cH:19]3)[c:11]12. The reactants are BrCCCCOC=1C=C2CCC(NC2=CC1)=O (6-(4-bromobutoxy)-3,4-dihydro-carbostyril), C1(CCCCC1)C1=CC=C(C=C1)S (4-cyclohexyl-thiophenol). The product is C1(CCCCC1)C1=CC=C(C=C1)SCCCCOC=1C=C2CCC(NC2=CC1)=O (6-[4-(4-Cyclohexylphenyl-mercapto)-butoxy]-3,4-dihydro-carbostyril). RXN SMILES: Br[CH2:2][CH2:3][CH2:4][CH2:5][O:6][C:7]1[CH:8]=[C:9]2[C:14](=[CH:15][CH:16]=1)[NH:13][C:12](=[O:17])[CH2:11][CH2:10]2.[CH:18]1([C:24]2[CH:29]=[CH:28][C:27]([SH:30])=[CH:26][CH:25]=2)[CH2:23][CH2:22][CH2:21][CH2:20][CH2:19]1>>[CH:18]1([C:24]2[CH:25]=[CH:26][C:27]([S:30][CH2:2][CH2:3][CH2:4][CH2:5][O:6][C:7]3[CH:8]=[C:9]4[C:14](=[CH:15][CH:16]=3)[NH:13][C:12](=[O:17])[CH2:11][CH2:10]4)=[CH:28][CH:29]=2)[CH2:19][CH2:20][CH2:21][CH2:22][CH2:23]1. Procedure details: Prepared analogous to Example 122 from 6-(4-bromobutoxy)-3,4-dihydro-carbostyril (m.p.: 142°-147° C.) and 4-cyclohexyl-thiophenol.